Dataset: the Open Reaction Database (ORD), a public repository of structured organic reaction records. Task: describe an organic reaction: reactants, conditions, products, and yield The reactants are Cl (HCl), COC([C@@H](NC([C@@H](NC(=O)OCC1=CC=CC=C1)CC(C)C)=O)CC1=CC=CC=C1)=O (N-benzyloxycarbonyl-L-leucyl-L-phenylalanine methyl ester), O1CCOCC1.O (dioxane water), [OH-].[Na+] (NaOH). Run in C(C)(=O)OCC (ethyl acetate). Reaction conditions: time 2.5 hour. Product: C(C1=CC=CC=C1)OC(=O)N[C@@H](CC(C)C)C(=O)N[C@@H](CC1=CC=CC=C1)C(=O)O (N-benzyloxycarbonyl-L-leucyl-L-phenylalanine). The yield is 99.2%. RXN SMILES: C[O:2][C:3](=[O:31])[C@H:4]([CH2:24][C:25]1[CH:30]=[CH:29][CH:28]=[CH:27][CH:26]=1)[NH:5][C:6](=[O:23])[C@H:7]([CH2:19][CH:20]([CH3:22])[CH3:21])[NH:8][C:9]([O:11][CH2:12][C:13]1[CH:18]=[CH:17][CH:16]=[CH:15][CH:14]=1)=[O:10].O1CCOCC1.O.[OH-].[Na+].Cl>C(OCC)(=O)C>[CH2:12]([O:11][C:9]([NH:8][C@H:7]([C:6]([NH:5][C@H:4]([C:3]([OH:31])=[O:2])[CH2:24][C:25]1[CH:30]=[CH:29][CH:28]=[CH:27][CH:26]=1)=[O:23])[CH2:19][CH:20]([CH3:21])[CH3:22])=[O:10])[C:13]1[CH:14]=[CH:15][CH:16]=[CH:17][CH:18]=1 |f:1.2,3.4|. Procedure details: To a mixture of N-benzyloxycarbonyl-L-leucine (2.7 g, 10.2 mmol), L-phenylalanine methyl ester hydrochloride (2.2 g, 10.2 mmol), and triethylamine (1.4 mL, 10.2 mmol) in dry THF (150 mL) was added N-ethyl-N'-dimethylaminopropyl-carbodiimide (EDCI) (2.2 g, 11.2 mmol) with stirring at room temperature. After the mixture was stirred overnight at room temperature, it was rotary evaporated. The residue was mixed with ethyl acetate and then washed successively with water, 1N HCl, and brine; the soluti...